Task: describe an organic reaction: reactants, conditions, products, and yield. Dataset: the Open Reaction Database (ORD), a public repository of structured organic reaction records Starting materials: CC1=C(C=CC=C1)N1C=CC=2C(NC=3C(=CC=CC3C21)C)=O (1-(2-Methylphenyl)-4-oxo-6-methyl-4,5-dihydropyrrolo[3,2-c]quinoline), P(=O)(Cl)(Cl)Cl (phosphoryl chloride). Product: CC1=C(C=CC=C1)N1C=CC=2C(=NC=3C(=CC=CC3C21)C)Cl (1-(2-methylphenyl)-4-chloro-6-methylpyrrolo[3,2-c]quinoline). As a reaction SMILES: [CH3:1][C:2]1[CH:7]=[CH:6][CH:5]=[CH:4][C:3]=1[N:8]1[C:20]2[C:19]3[CH:18]=[CH:17][CH:16]=[C:15]([CH3:21])[C:14]=3[NH:13][C:12](=O)[C:11]=2[CH:10]=[CH:9]1.P(Cl)(Cl)([Cl:25])=O>>[CH3:1][C:2]1[CH:7]=[CH:6][CH:5]=[CH:4][C:3]=1[N:8]1[C:20]2[C:19]3[CH:18]=[CH:17][CH:16]=[C:15]([CH3:21])[C:14]=3[N:13]=[C:12]([Cl:25])[C:11]=2[CH:10]=[CH:9]1. Procedure details: 1-(2-Methylphenyl)-4-oxo-6-methyl-4,5-dihydropyrrolo[3,2-c]quinoline (4.75 g) and phosphoryl chloride (40 ml) were heated at reflux for 1.5 hours. The phosphoryl chloride was evaporated in vacuo, the residue poured onto ice and extracted with dichloromethane, which was dried and evaporated. Crystallisation from ethanol yielded 1-(2-methylphenyl)-4-chloro-6-methylpyrrolo[3,2-c]quinoline (4.76 g), m.p.135°-137°. Reactants: C(C)(C)(C)OC(=O)NC(C(CO)O[Si](C(C)C)(C(C)C)C(C)C)CC1=CC=CC=C1 (N-[(tert-butyloxy)carbonyl]-3-amino-2-(triisopropylsilyloxy)-4-phenyl-1-butanol), Rh-C. Solvent: CO (MeOH). Yields the product C(C)(C)(C)OC(=O)N[C@H]([C@H](CO)O[Si](C(C)C)(C(C)C)C(C)C)CC1CCCCC1 ((2R,3S)-N-[(tert-butyloxy)carbonyl]-3-amino-2-(triisopropylsilyloxy)-4-cyclohexyl-1-butanol). The yield is 67.0%. RXN SMILES: [C:1]([O:5][C:6]([NH:8][CH:9]([CH2:24][C:25]1[CH:30]=[CH:29][CH:28]=[CH:27][CH:26]=1)[CH:10]([O:13][Si:14]([CH:21]([CH3:23])[CH3:22])([CH:18]([CH3:20])[CH3:19])[CH:15]([CH3:17])[CH3:16])[CH2:11][OH:12])=[O:7])([CH3:4])([CH3:3])[CH3:2]>CO>[C:1]([O:5][C:6]([NH:8][C@@H:9]([CH2:24][CH:25]1[CH2:26][CH2:27][CH2:28][CH2:29][CH2:30]1)[C@@H:10]([O:13][Si:14]([CH:15]([CH3:16])[CH3:17])([CH:18]([CH3:19])[CH3:20])[CH:21]([CH3:22])[CH3:23])[CH2:11][OH:12])=[O:7])([CH3:2])([CH3:3])[CH3:4]. Reported procedure: The monosilylated diol of Step 2 was hydrogenated with 5% Rh-C at 60 psi and 60° C. in MeOH (135 mL). The mixture was filtered and the filtrate evaporated. The residue was purified by chromatography, eluting with (15% EtOAc in hexane) to give the title alcohol (8.70 g, 67% yield, mp 61°-63° C). The 1H, 13C, and APT NMR spectral data were consistent with the proposed product.